The task is: describe an organic reaction: reactants, conditions, products, and yield. This data is from the Open Reaction Database (ORD), a public repository of structured organic reaction records. Starting materials: CC(=O)O, CN1CCCCC1=O, CCN(C(C)C)C(C)C, COc1ccc(CNc2nnc(Cl)c3ccc(C#N)cc23)cc1Cl, O. Yields the product COc1ccc(CNc2n[nH]c(=O)c3ccc(C#N)cc23)cc1Cl. As a reaction SMILES: [CH3:25][C:26]([OH:27])=[O:28].[CH3:39][N:40]1[CH2:41][CH2:42][CH2:43][CH2:44][C:45]1=[O:46].[CH:29]([N:30]([CH:31]([CH3:32])[CH3:33])[CH2:34][CH3:35])([CH3:36])[CH3:37].[Cl:1][c:2]1[n:3][n:4][c:5]([NH:14][CH2:15][c:16]2[cH:17][c:18]([Cl:24])[c:19]([O:22][CH3:23])[cH:20][cH:21]2)[c:6]2[cH:7][c:8]([C:12]#[N:13])[cH:9][cH:10][c:11]12.[OH2:38]>>[c:2]1(=[O:27])[nH:3][n:4][c:5]([NH:14][CH2:15][c:16]2[cH:17][c:18]([Cl:24])[c:19]([O:22][CH3:23])[cH:20][cH:21]2)[c:6]2[cH:7][c:8]([C:12]#[N:13])[cH:9][cH:10][c:11]12. Starting materials: Cl (hydrochloric acid), C1(CCCC1)CCC(=O)O (3-cyclopentyl propionic acid), C[Mg]Br (methyl magnesium bromide), C[Mg]Br (methyl magnesium bromide). The solvent is C(C)OCC (ethyl ether). Run at temperature -20 celsius. The product is C1(CCCC1)CCC(C)=O (4-cyclopentyl-2-butanone). Reaction SMILES: [CH:1]1([CH2:6][CH2:7][C:8]([OH:10])=O)[CH2:5][CH2:4][CH2:3][CH2:2]1.[CH3:11][Mg]Br.Cl>C(OCC)C>[CH:1]1([CH2:6][CH2:7][C:8](=[O:10])[CH3:11])[CH2:2][CH2:3][CH2:4][CH2:5]1. Procedure details: 10 Parts of 3-cyclopentyl propionic acid are dissolved in 150 parts by volume of ethyl ether and chilled to -20° C. under argon. 50 Parts by volume of 2.8 molar methyl magnesium bromide are added dropwise. After the addition of the methyl magnesium bromide is completed, the mixture is allowed to warm to room temperature. The cloudy reaction mixture is treated with 1N hydrochloric acid and the clearified reaction mixture is extracted with ether followed by ethyl acetate. The combined organic extr... Reported procedure: Twenty to 30 ml of the recovered acetal is mixed with an equal volume of 50% citric acid solution and boiled gently in a Claisen flask. Methanol is allowed to boil off until the distillate temperature reaches 95°F , at which point distillation is stopped. The flask contents are 2X water washed, followed by a 5% sodium carbonate solution. The resulting oil is vacuum distilled to yield relatively pure trans-2-nonenal. Further purification is obtained, if desired, by gas chromatography. As a reaction SMILES: [C:1](O)(=O)[CH2:2][C:3]([CH2:8][C:9]([OH:11])=O)(C(O)=O)O>CO>[CH:9](=[O:11])/[CH:8]=[CH:3]/[CH2:2][CH2:1][CH2:1][CH2:2][CH2:3][CH3:8]. Product: C(\C=C\CCCCCC)=O (trans-2-nonenal). Reactants: acetal, C(CC(O)(C(=O)O)CC(=O)O)(=O)O (citric acid). Run in CO (Methanol). Reactants: C1=CC(=CC=C1[N+](=O)[O-])O (p-nitrophenol), ClCCO[Si](C)(C)C (2-chloroethoxytrimethylsilane), C([O-])([O-])=O.[K+].[K+] (potassium carbonate), [I-].[Na+] (sodium iodide). The reagents and catalysts are C([O-])([O-])=O.[Cs+].[Cs+] (cesium carbonate). Solvent: CN(C=O)C (N,N-dimethylformamide), C(C)(=O)OCC (ethyl acetate). Product: [N+](=O)([O-])C1=CC=C(C=C1)OCCO (4-nitro-(2-Hydroxyethoxy)benzene). Isolated yield 68.2%. RXN SMILES: [CH:1]1[C:6]([N+:7]([O-:9])=[O:8])=[CH:5][CH:4]=[C:3]([OH:10])[CH:2]=1.Cl[CH2:12][CH2:13][O:14][Si](C)(C)C.C(=O)([O-])[O-].[K+].[K+].[I-].[Na+]>CN(C)C=O.C(OCC)(=O)C.C(=O)([O-])[O-].[Cs+].[Cs+]>[N+:7]([C:6]1[CH:5]=[CH:4][C:3]([O:10][CH2:12][CH2:13][OH:14])=[CH:2][CH:1]=1)([O-:9])=[O:8] |f:2.3.4,5.6,9.10.11|. Procedure details: A mixture of p-nitrophenol (1.39 g, 10 mmol), 2-chloroethoxytrimethylsilane (3.2 ml, 20 mmol), potassium carbonate (4.15 g, 30 mmol), cesium carbonate (163 mg, 0.5 mmol), and sodium iodide (149 mg, 1 mmol) in N,N-dimethylformamide (10 ml) is heated at 75° for 19.5 hours. After cooling to ambient temperature, the mixture is diluted with ethyl acetate and filtered. The filtrate is washed with saturated aqueous sodium bicarbonate, then washed 2× with water, dried over magnesium sulfate, filtered, c...